This data is from the Open Reaction Database (ORD), a public repository of structured organic reaction records. The task is: describe an organic reaction: reactants, conditions, products, and yield Starting materials: C(C1=CC=CC=C1)OC1=CC(=C(C=C1)[N+](=O)[O-])[N+](=O)[O-] (1-benzyloxy-3,4-dinitrobenzene), O1CCN(CC1)C1=CC=C(C=C1)NC(=O)C1=CC=C(C=O)C=C1 (4-(4-morpholinophenyl)aminocarbonylbenzaldehyde). The product is C(C1=CC=CC=C1)OC=1C=CC2=C(NC(=N2)C2=CC=C(C(=O)NC3=CC=C(C=C3)N3CCOCC3)C=C2)C1 (4-(6-Benzyloxy-1H-benzo[d]imidazol-2-yl)-N-(4-morpholinophenyl)benzamide). RXN SMILES: [CH2:1]([O:8][C:9]1[CH:14]=[CH:13][C:12]([N+:15]([O-])=O)=[C:11]([N+:18]([O-])=O)[CH:10]=1)[C:2]1[CH:7]=[CH:6][CH:5]=[CH:4][CH:3]=1.[O:21]1[CH2:26][CH2:25][N:24]([C:27]2[CH:32]=[CH:31][C:30]([NH:33][C:34]([C:36]3[CH:43]=[CH:42][C:39]([CH:40]=O)=[CH:38][CH:37]=3)=[O:35])=[CH:29][CH:28]=2)[CH2:23][CH2:22]1>>[CH2:1]([O:8][C:9]1[CH:14]=[CH:13][C:12]2[N:15]=[C:40]([C:39]3[CH:38]=[CH:37][C:36]([C:34]([NH:33][C:30]4[CH:29]=[CH:28][C:27]([N:24]5[CH2:23][CH2:22][O:21][CH2:26][CH2:25]5)=[CH:32][CH:31]=4)=[O:35])=[CH:43][CH:42]=3)[NH:18][C:11]=2[CH:10]=1)[C:2]1[CH:7]=[CH:6][CH:5]=[CH:4][CH:3]=1. Procedure: Compound 639 was prepared according to the procedure similar to that described in Scheme III from 1-benzyloxy-3,4-dinitrobenzene and 4-(4-(4-morpholinophenyl)aminocarbonylbenzaldehyde. [M+H]+ calcd for C27H28N4O4: 473.21; found: 473.08. Yields the product OC1=C2CC[C@H]3[C@]45[C@H](C[C@@H]([C@@]4(C)CC[C@@H]3[C@]2(CCC1=O)C)O)C5 (4,17β-Dihydroxy-14α,15α-methylene-androst-4-ene-3-one). Run in C(C)(=O)O (acetic acid). Reactants: epoxide, O[C@@H]1[C@]2(C)[C@@]3([C@H](C1)C3)[C@@H]3CCC14C(C(CC[C@]1(C)[C@H]3CC2)=O)O4 (17β-hydroxy-4,5-epoxy-14α,15α-methylene-androstan-3-one), S(O)(O)(=O)=O (sulfuric acid), C(C)(=O)OCC (ethyl acetate), C([O-])([O-])=O.[Na+].[Na+] (sodium carbonate). Procedure: An epoxide mixture (3.5 g), 17β-hydroxy-4,5-epoxy-14α,15α-methylene-androstan-3-one, (step 1) is dissolved in 50 mL of acetic acid, which contains 2% by volume of concentrated sulfuric acid. The solution is allowed to stand for 3 days at 10° C. After that, it is treated with 200 mL ethyl acetate and neutralized with sodium carbonate solution. The organic phase is dried and concentrated. The residue is dissolved in 100 mL of methanol, treated with 4 g of potassium hydroxide, refluxed for 1 hour a... Run at time 3 day. RXN SMILES: [OH:1][C@H:2]1[CH2:7][C@@H:6]2[CH2:8][C@:5]32[C@H:9]2[C@H:19]([CH2:20][CH2:21][C@:3]13[CH3:4])[C@:17]1([CH3:18])[C:12]3([O:23][CH:13]3[C:14](=[O:22])[CH2:15][CH2:16]1)[CH2:11][CH2:10]2.S(=O)(=O)(O)O.C(OCC)(=O)C.C(=O)([O-])[O-].[Na+].[Na+]>C(O)(=O)C>[OH:23][C:13]1[C:14](=[O:22])[CH2:15][CH2:16][C@@:17]2([CH3:18])[C:12]=1[CH2:11][CH2:10][C@@H:9]1[C@@H:19]2[CH2:20][CH2:21][C@@:3]2([CH3:4])[C@@:5]31[CH2:8][C@H:6]3[CH2:7][C@@H:2]2[OH:1] |f:3.4.5|. The reactants are NC1=C(C(=NC(=C1F)C1=C(C=C(C(=C1)F)[Si](C)(C)C)F)C(=O)OC)Cl (methyl 4-amino-3-chloro-6-(2,5-difluoro-4-(trimethylsilyl)phenyl)-5-fluoropicolinate), ICl (iodine monochloride), aqueous solution, [O-]S(=O)[O-].[Na+].[Na+] (Na2SO3). The solvent is C(Cl)Cl (CH2Cl2). Reaction conditions: temperature 20 celsius, time 8 hour. The product is NC1=C(C(=NC(=C1F)C1=C(C=C(C(=C1)F)I)F)C(=O)OC)Cl (methyl 4-amino-3-chloro-6-(2,5-difluoro-4-iodophenyl)-5-fluoropicolinate). The yield is 74.4%. Reaction SMILES: [NH2:1][C:2]1[C:7]([F:8])=[C:6]([C:9]2[CH:14]=[C:13]([F:15])[C:12]([Si](C)(C)C)=[CH:11][C:10]=2[F:20])[N:5]=[C:4]([C:21]([O:23][CH3:24])=[O:22])[C:3]=1[Cl:25].[I:26]Cl.[O-]S([O-])=O.[Na+].[Na+]>C(Cl)Cl>[NH2:1][C:2]1[C:7]([F:8])=[C:6]([C:9]2[CH:14]=[C:13]([F:15])[C:12]([I:26])=[CH:11][C:10]=2[F:20])[N:5]=[C:4]([C:21]([O:23][CH3:24])=[O:22])[C:3]=1[Cl:25] |f:2.3.4|. Procedure: To a solution of methyl 4-amino-3-chloro-6-(2,5-difluoro-4-(trimethylsilyl)phenyl)-5-fluoropicolinate (0.280 g, 0.720 mmol) in CH2Cl2 (2.88 mL) at 20° C. was added iodine monochloride (0.144 mL, 2.880 mmol). The reaction mixture was stirred at 20° C. overnight. The mixture was then poured into a 10% aqueous solution of Na2SO3, extracted with EtOAc (3×), dried over Na2SO4, filtered and concentrated. The residue was purified by flash column chromatography (SiO2, hexanes/EtOAc gradient) to afford t... Reactants: Cl.C(C)O (hydrochloric acid ethanol), [H-].[Na+] (sodium hydride), C(=O)C1=NC2=CC=C(C=C2C(=N1)NCC1=CC2=C(C=C1)OCO2)Cl (2-formyl-4-(3,4-methylene dioxybenzyl)amino-6-chloroquinazoline), CCOC(=O)C(C)P(=O)(OCC)OCC (triethyl 2-phosphonopropionate). The solvent is O1CCCC1 (tetrahydrofuran). Yields the product C(C)OC(=O)/C(=C/C1=NC2=CC=C(C=C2C(=N1)NCC1=CC2=C(C=C1)OCO2)Cl)/C ((E)-2-(2-Ethoxycarbonyl-1-propenyl)-4-(3,4-methylenedioxybenzyl)amino-6-chloroquinazoline). The yield is 40.1%. RXN SMILES: [H-].[Na+].[CH:3]([C:5]1[N:14]=[C:13]([NH:15][CH2:16][C:17]2[CH:22]=[CH:21][C:20]3[O:23][CH2:24][O:25][C:19]=3[CH:18]=2)[C:12]2[C:7](=[CH:8][CH:9]=[C:10]([Cl:26])[CH:11]=2)[N:6]=1)=O.[CH3:27][CH2:28][O:29][C:30]([CH:32](P(OCC)(OCC)=O)[CH3:33])=[O:31].Cl.C(O)C>O1CCCC1>[CH2:28]([O:29][C:30](/[C:32](/[CH3:33])=[CH:3]/[C:5]1[N:14]=[C:13]([NH:15][CH2:16][C:17]2[CH:22]=[CH:21][C:20]3[O:23][CH2:24][O:25][C:19]=3[CH:18]=2)[C:12]2[C:7](=[CH:8][CH:9]=[C:10]([Cl:26])[CH:11]=2)[N:6]=1)=[O:31])[CH3:27] |f:0.1,4.5|. Procedure details: 0.52 g (0.013 mol) of sodium hydride was added to a solution of 4.00 g (0.0117 mol) of 2-formyl-4-(3,4-methylene dioxybenzyl)amino-6-chloroquinazoline in 250 ml of tetrahydrofuran. 2.8 ml (0.013 mol) of triethyl 2-phosphonopropionate was dropped into the mixture prepared above under stirring and cooling with ice. The mixture thus prepared was stirred under cooling with ice for a while, heated to room temperature and stirred for additional one hour, followed by the addition of 1.5 ml of 8M hydroc... Reported procedure: Combine 1-(t-butoxycarbonyl)-4-(1-(5-hydroxymethylfur-2-ylmethyl)-1H-benzimidazole-2-carbonyl)piperidine (5 mmol) and dioxane (25 mL). Slowly add a solution of hydrochloric acid in dioxane (1.25 mL, 4 M, 5 mmol). After 45 minutes, add diethyl ether and evaporate in vacuo to give a residue. Partition the residue between dichloromethane and saturated aqueous sodium bicarbonate solution. Separate the organic layer and extract with brine. Dry the organic layer over Na2SO4, filter, and evaporate in v... Conditions: time 45 minute. Product: OCC1=CC=C(O1)CC1NCCC(C1)C(=O)C1=NC2=C(N1)C=CC=C2 (2-(5-hydroxymethylfur-2-ylmethyl)-4-(1H-benzimidazole-2-carbonyl)piperidine). Starting materials: C(C)(C)(C)OC(=O)N1CCC(CC1)C(=O)C1=NC2=C(N1CC=1OC(=CC1)CO)C=CC=C2 (1-(t-butoxycarbonyl)-4-(1-(5-hydroxymethylfur-2-ylmethyl)-1H-benzimidazole-2-carbonyl)piperidine), C(C)OCC (diethyl ether), O1CCOCC1 (dioxane), Cl (hydrochloric acid), O1CCOCC1 (dioxane). As a reaction SMILES: C(OC([N:8]1[CH2:13][CH2:12][CH:11]([C:14]([C:16]2[N:20](CC3OC(CO)=CC=3)[C:19]3[CH:29]=[CH:30][CH:31]=[CH:32][C:18]=3[N:17]=2)=[O:15])[CH2:10][CH2:9]1)=O)(C)(C)C.[O:33]1[CH2:38][CH2:37][O:36][CH2:35][CH2:34]1.Cl.[CH2:40](OCC)[CH3:41]>>[OH:33][CH2:38][C:37]1[O:36][C:35]([CH2:34][CH:9]2[CH2:10][CH:11]([C:14]([C:16]3[NH:17][C:18]4[CH:32]=[CH:31][CH:30]=[CH:29][C:19]=4[N:20]=3)=[O:15])[CH2:12][CH2:13][NH:8]2)=[CH:41][CH:40]=1. Starting materials: COc1c(OC)c([N+](=O)[O-])c2c(c1[N+](=O)[O-])COC2=O, CC(=O)O, Cl. The product is COc1c(O)c([N+](=O)[O-])c2c(c1[N+](=O)[O-])C(=O)OC2. RXN SMILES: [CH3:1][O:2][c:3]1[c:4]([N+:18](=[O:19])[O-:20])[c:5]2[c:9]([c:10]([N+:14](=[O:15])[O-:16])[c:11]1[O:12][CH3:13])[C:8](=[O:17])[O:7][CH2:6]2.[CH3:22][C:23](=[O:24])[OH:25].[ClH:21]>>[OH:2][c:3]1[c:4]([N+:18](=[O:19])[O-:20])[c:5]2[c:9]([c:10]([N+:14](=[O:15])[O-:16])[c:11]1[O:12][CH3:13])[C:8](=[O:17])[O:7][CH2:6]2. The reactants are C(C(C)C)C1=CC=C(C=O)C=C1 (4-isobutylbenzaldehyde), CO (methanol), O.NN (hydrazine monohydrate). The solvent is O (water). Run at time 1 day. The product is C(C(C)C)C1=CC=C(C=NN=CC2=CC=C(C=C2)CC(C)C)C=C1 (N,N'-bis(4-isobutylbenzylidene)hydrazine). RXN SMILES: [CH2:1]([C:5]1[CH:12]=[CH:11][C:8]([CH:9]=O)=[CH:7][CH:6]=1)[CH:2]([CH3:4])[CH3:3].CO.O.[NH2:16][NH2:17]>O>[CH2:1]([C:5]1[CH:12]=[CH:11][C:8]([CH:9]=[N:16][N:17]=[CH:9][C:8]2[CH:11]=[CH:12][C:5]([CH2:1][CH:2]([CH3:4])[CH3:3])=[CH:6][CH:7]=2)=[CH:7][CH:6]=1)[CH:2]([CH3:4])[CH3:3] |f:2.3|. Reported procedure: A 3-liter three-necked flask was charged with 638.5 g (3.94 mol) of 4-isobutylbenzaldehyde and 1 liter of methanol, which were stirred for mixing by a mechanical stirrer. While the reactor was cooled with water so as to maintain the temperature of the reaction solution below 50° C., 98.5 g (1.97 mol) of hydrazine monohydrate was slowly added dropwise. After the completion of addition, the reaction solution was heated under reflux for 30 minutes and then allowed to stand one day. Reactants: ClC=1C=C(C=CC1Cl)C(CC(C(F)(F)F)=O)=O (1-(3,4-dichloro-phenyl)-4,4,4-trifluoro-butane-1,3-dione), 3,4-dichloro-acetophenone, NC1=NNC=C1C1=CC(=NC(=C1)C)C (3-amino-4-(2,6-dimethyl-4-pyridinyl)-pyrazole). The product is ClC=1C=C(C=CC1Cl)C1=NC=2N(C(=C1)C(F)(F)F)N=CC2C2=CC(=NC(=C2)C)C (5-(3,4-Dichloro-phenyl)-3-(2,6-dimethyl-pyridin-4-yl)-7-trifluoromethyl-pyrazolo[1,5-a]pyrimidine). Yield: 48.5%. Reaction SMILES: [Cl:1][C:2]1[CH:3]=[C:4]([C:9](=O)[CH2:10][C:11](=O)[C:12]([F:15])([F:14])[F:13])[CH:5]=[CH:6][C:7]=1[Cl:8].[NH2:18][C:19]1[C:23]([C:24]2[CH:29]=[C:28]([CH3:30])[N:27]=[C:26]([CH3:31])[CH:25]=2)=[CH:22][NH:21][N:20]=1>>[Cl:1][C:2]1[CH:3]=[C:4]([C:9]2[CH:10]=[C:11]([C:12]([F:15])([F:14])[F:13])[N:20]3[N:21]=[CH:22][C:23]([C:24]4[CH:29]=[C:28]([CH3:30])[N:27]=[C:26]([CH3:31])[CH:25]=4)=[C:19]3[N:18]=2)[CH:5]=[CH:6][C:7]=1[Cl:8]. Reported procedure: Reaction of 1-(3,4-dichloro-phenyl)-4,4,4-trifluoro-butane-1,3-dione (143 mg, 0.5 mmol), prepared from commercially available 3,4-dichloro-acetophenone according to general procedure A, and 3-amino-4-(2,6-dimethyl-4-pyridinyl)-pyrazole [prepared from 4-cyanomethyl-2,6-dimethyl-pyridine, CAS No. 130138-46-4, see part synthesis of amino-pyrazole derivatives] (94 mg, 0.5 mmol) according to general procedure B yielded the title compound as a yellow solid (106 mg, 48%). MS (ISP) 437.1 [(M+H)+]; mp 28... RXN SMILES: BrC[CH2:3][CH2:4][Si:5]([CH3:8])([CH3:7])[CH3:6].[Mg].[C:10](=[O:12])=[O:11].[CH3:13]COCC>>[CH3:6][Si:5]([CH3:8])([CH3:7])[CH:4]([CH3:13])[CH2:3][C:10]([OH:12])=[O:11]. Yields the product C[Si](C(CC(=O)O)C)(C)C (3-(trimethylsilyl)-butanoic acid). Procedure details: A solution containing 3 g (15.4 mmol) of (3-bromopropyl)trimethylsilane in 3 ml of dry ether was added to 0.375 g (15.4 mmol) of magnesium turnings in ether (40 ml final volume of solution). After 1 hour of reflux gazeous carbondioxide was bubbled through the reaction mixture (3 g, 77 mmol of dry ice). After 2 hours of stirring at room temperature the reaction mixture was partitioned between aqueous ammonium chloride and ether. The organic phase was separated, the aqueous phase was further acidi... Reaction conditions: time 2 hour. Reactants: [Mg] (magnesium), CCOCC (ether), BrCCC[Si](C)(C)C ((3-bromopropyl)trimethylsilane), CCOCC (ether), C(=O)=O (dry ice).